Dataset: the Open Reaction Database (ORD), a public repository of structured organic reaction records. Task: describe an organic reaction: reactants, conditions, products, and yield Starting materials: C, CCCc1ccc(CNC(=O)C2CN(c3nc(C)c(C(=O)OC(C)(C)C)s3)CCN2C(=O)OCc2ccccc2)cc1, CO, [Pd]. Product: CCCc1ccc(CNC(=O)C2CN(c3nc(C)c(C(=O)OC(C)(C)C)s3)CCN2)cc1. RXN SMILES: [C:45].[CH2:1]([O:2][C:3](=[O:4])[N:11]1[CH:12]([C:30]([NH:31][CH2:32][c:33]2[cH:34][cH:35][c:36]([CH2:39][CH2:40][CH3:41])[cH:37][cH:38]2)=[O:42])[CH2:13][N:14]([c:17]2[s:18][c:19]([C:23](=[O:24])[O:25][C:26]([CH3:27])([CH3:28])[CH3:29])[c:20]([CH3:22])[n:21]2)[CH2:15][CH2:16]1)[c:5]1[cH:6][cH:7][cH:8][cH:9][cH:10]1.[CH3:43][OH:44].[Pd:46]>>[NH:11]1[CH:12]([C:30]([NH:31][CH2:32][c:33]2[cH:34][cH:35][c:36]([CH2:39][CH2:40][CH3:41])[cH:37][cH:38]2)=[O:42])[CH2:13][N:14]([c:17]2[s:18][c:19]([C:23](=[O:24])[O:25][C:26]([CH3:27])([CH3:28])[CH3:29])[c:20]([CH3:22])[n:21]2)[CH2:15][CH2:16]1. Reactants: CCOC(=O)c1oc2ccc(Br)c(OC(C)C)c2c1C, C1CCOC1, CO. Product: Cc1c(C(=O)O)oc2ccc(Br)c(OC(C)C)c12. Reaction SMILES: [Br:1][c:2]1[cH:3][cH:4][c:5]2[c:6]([c:7]([CH3:15])[c:8]([C:10](=[O:11])[O:12][CH2:13][CH3:14])[o:9]2)[c:16]1[O:17][CH:18]([CH3:19])[CH3:20].[CH2:21]1[O:22][CH2:23][CH2:24][CH2:25]1.[CH3:26][OH:27]>>[Br:1][c:2]1[cH:3][cH:4][c:5]2[c:6]([c:7]([CH3:15])[c:8]([C:10](=[O:11])[OH:12])[o:9]2)[c:16]1[O:17][CH:18]([CH3:19])[CH3:20]. Starting materials: CON(C(C1=CC(=C(C=C1)C(F)(F)F)C)=O)C (N-Methoxy-3,N-dimethyl-4-trifluoromethyl-benzamide), C[Mg]Br (methylmagnesium bromide), C(C)OCC (diethyl ether), Cl (HCl). Run in C1CCOC1 (THF), CCOC(=O)C (EtOAc). Reaction conditions: temperature 0 celsius, time 1 hour. Yields the product CC=1C=C(C=CC1C(F)(F)F)C(C)=O (1-(3-Methyl-4-trifluoromethyl-phenyl)-ethanone). Reaction SMILES: CON(C)[C:4](=[O:16])[C:5]1[CH:10]=[CH:9][C:8]([C:11]([F:14])([F:13])[F:12])=[C:7]([CH3:15])[CH:6]=1.[CH3:18][Mg]Br.C(OCC)C.Cl>C1COCC1.CCOC(C)=O>[CH3:15][C:7]1[CH:6]=[C:5]([C:4](=[O:16])[CH3:18])[CH:10]=[CH:9][C:8]=1[C:11]([F:14])([F:13])[F:12]. Procedure: To a solution of N-methoxy-3,N-dimethyl-4-trifluoromethyl-benzamide from step 7 (16.90 g, 68.36 mmol) in THF (280 mL) at −5° C. was added a 3 M methylmagnesium bromide solution in diethyl ether (45.6 mL, 136.7 mmol). The mixture was stirred at 0° C. for 1 h, then was warmed up to 23° C. and stirring was continued at 23° C. for further 1.5 h under nitrogen atmosphere. Then 1 N HCl (100 mL) was added drop wise to the mixture and stirring was continued for 30 min. The mixture was diluted with EtOAc... Starting materials: C(C)OC(=O)C1=C(C2=C(S1)C=CC=C2)C2CC2 (3-Cyclopropyl-benzo[b]thiophene-2-carboxylic acid ethyl ester), [OH-].[Na+] (sodium hydroxide). Solvent: C(C)O (ethanol). The product is C1(CC1)C=1C2=C(SC1C(=O)O)C=CC=C2 (3-Cyclopropyl-benzo[b]thiophene-2-carboxylic acid). Yield: 79.9%. RXN SMILES: C([O:3][C:4]([C:6]1[S:10][C:9]2[CH:11]=[CH:12][CH:13]=[CH:14][C:8]=2[C:7]=1[CH:15]1[CH2:17][CH2:16]1)=[O:5])C.[OH-].[Na+]>C(O)C>[CH:15]1([C:7]2[C:8]3[CH:14]=[CH:13][CH:12]=[CH:11][C:9]=3[S:10][C:6]=2[C:4]([OH:5])=[O:3])[CH2:16][CH2:17]1 |f:1.2|. Reported procedure: A solution of compound 674-B (2.68 g, 10.9 mmol) in ethanol (30 mL) was treated with 3N aqueous sodium hydroxide (5.4 mL, 16.2 mmol) and refluxed for 2 h. The solution was cooled, and the solvent was evaporated in vacuo. The residue was dissolved in water and washed with dichloromethane. The aqueous phase was acidified with concentrated hydrochloric acid, and the product was extracted into ethyl acetate, washed with brine, dried over Na2SO4, filtered and the solvent was evaporated in vacuo, to a...